From a dataset of the Open Reaction Database (ORD), a public repository of structured organic reaction records. describe an organic reaction: reactants, conditions, products, and yield Starting materials: C1[C@H]([C@H]2[C@@H]([C@@]1(COC(=O)C)O)OC(O2)(C)C)N1C(c2c(C1=O)cccc2)=O. The reagents and catalysts are c1ccc(cc1)-c2c3ccccc3cc4ccccc24 (9-Phenylanthracene). Solvent: C1CCOC1 (THF). Run at temperature 25 celsius, time 18 hour. Yields the product CC(=O)OC[C@@]1(F)C[C@H]([C@@H]2OC(C)(C)O[C@H]12)N3C(=O)c4ccccc4C3=O. As a reaction SMILES: [CH3:1][C:2]([O:4][CH2:5][C@:6]1([C@H:15]([C@@H:9]2[C@H:8]([N:16]3[C:25](=[O:26])[c:24]([c:19]4[C:17]3=[O:18])[cH:23][cH:22][cH:21][cH:20]4)[CH2:7]1)[O:14][C:11]([CH3:13])([CH3:12])[O:10]2)O)=[O:3]>>[CH3:1][C:2]([O:4][CH2:5][C@@:6]1([C@H:15]([C@@H:9]2[C@H:8]([N:16]3[C:25](=[O:26])[c:24]([c:19]4[C:17]3=[O:18])[cH:23][cH:22][cH:21][cH:20]4)[CH2:7]1)[O:14][C:11]([CH3:13])([CH3:12])[O:10]2)F)=[O:3].